Task: describe an organic reaction: reactants, conditions, products, and yield. Dataset: the Open Reaction Database (ORD), a public repository of structured organic reaction records Reactants: NCC1=CC=NC=C1 (4-(aminomethyl)pyridine), N1=CC=CC=C1 (pyridine), C(C)(=O)NC1=CC=C(S(=O)(=O)Cl)C=C1 (N-acetylsulfanilyl chloride), resultant mixture. Reaction conditions: temperature 0 celsius. Product: NC1=CC=C(C=C1)S(=O)(=O)NC1=NC=CC(=C1)CN (4-amino-N-(4-aminomethylpyridinyl)-benzenesulfonamide). Yield: 43.9%. As a reaction SMILES: [NH2:1][CH2:2][C:3]1[CH:8]=[CH:7][N:6]=[CH:5][CH:4]=1.C([NH:12][C:13]1[CH:22]=[CH:21][C:16]([S:17](Cl)(=[O:19])=[O:18])=[CH:15][CH:14]=1)(=O)C.[N:23]1C=CC=CC=1>>[NH2:12][C:13]1[CH:22]=[CH:21][C:16]([S:17]([NH:23][C:5]2[CH:4]=[C:3]([CH2:2][NH2:1])[CH:8]=[CH:7][N:6]=2)(=[O:19])=[O:18])=[CH:15][CH:14]=1. Procedure details: To a 250 ml round bottom flask was added 50 ml of dry pyridine, 4-(aminomethyl)pyridine (10.4 g, 50.0 mmol) and a magnetic stir bar. The mixture was stirred and cooled to 0° C. under nitrogen followed by the addition of N-acetylsulfanilyl chloride (12.8 g, 55.0 mmol). The resultant mixture was stirred at 0° C. under nitrogen for 5 min, and the reaction was allowed to warm to rt and stirred for 16 h. The reaction mixture was concentrated to a thick residue and poured onto about 500 g of ice and w... Reactants: ClC1=C(C=C(C=C1)Cl)C1CC(CC(C1)=O)=O (5-(2,5-dichlorophenyl)cyclohexane-1,3-dione), C(C)(=O)O (acetic acid), C1(CCCCC1)N=C=NC1CCCCC1 (dicyclohexylcarbodiimide). Reagents/catalysts: CN(C1=CC=NC=C1)C (4-dimethylaminopyridine). Run in CN(C=O)C (dimethylformamide). Reaction conditions: time 36 hour. The product is ClC1=C(C=C(C=C1)Cl)C1CC(C(C(C1)=O)=C(C)O)=O (5-(2,5-dichlorophenyl)-2-(1-hydroxyethylidene)cyclohexane-1,3-dione). The yield is 80.2%. As a reaction SMILES: [Cl:1][C:2]1[CH:7]=[CH:6][C:5]([Cl:8])=[CH:4][C:3]=1[CH:9]1[CH2:14][C:13](=[O:15])[CH2:12][C:11](=[O:16])[CH2:10]1.[C:17](O)(=[O:19])[CH3:18].C1(N=C=NC2CCCCC2)CCCCC1>CN(C)C1C=CN=CC=1.CN(C)C=O>[Cl:1][C:2]1[CH:7]=[CH:6][C:5]([Cl:8])=[CH:4][C:3]=1[CH:9]1[CH2:10][C:11](=[O:16])[C:12](=[C:17]([OH:19])[CH3:18])[C:13](=[O:15])[CH2:14]1. Procedure: To a solution of 5-(2,5-dichlorophenyl)cyclohexane-1,3-dione (1.5 g), 4-dimethylaminopyridine (1.1 g) and acetic acid (0.63 g) in dimethylformamide (60 ml) was added dicyclohexylcarbodiimide (1.3 g), and the mixture was stirred at room temperature for 36 hours. Under reduced pressure, the solvent was evaporated, and the residue was dissolved in ethyl acetate. The solution was extracted with 1N sodium hydroxide solution, and the aqueous layer was filtered. Insoluble materials were filtered off, a... Solvent: CC(=O)C (acetone). Product: C(C=C)OC=1C=C(C=CC1)N1C(C2=C(C1=O)CCCC2)=O (N-(3-allyloxyphenyl)-3,4,5,6-tetrahydrophthalimide). Run at time 8 hour. Procedure details: 3.0 g of powdered potassium carbonate, then 2.6 g of allyl bromide were added to a stirred suspension of 5.0 g of 1A in 25 mL of acetone. The mixture was refluxed for 1 hour, then stirred overnight at room temperature. The solvent was evaporated, water was added to the residue and the pH of the mixture was adjusted to 11 by addition of 10% aqueous sodium hydroxide. The resulting mixture was extracted with ethyl acetate, the extract was washed with brine and dried (Na2SO4), the solvent was evapor... Reactants: C([O-])([O-])=O.[K+].[K+] (potassium carbonate), C(C=C)Br (allyl bromide), OC=1C=C(C=CC1)N1C(C2=C(C1=O)CCCC2)=O (N-(3-hydroxyphenyl)-3,4,5,6-tetrahydrophthalimide). RXN SMILES: C(=O)([O-])[O-].[K+].[K+].[CH2:7](Br)[CH:8]=[CH2:9].[OH:11][C:12]1[CH:13]=[C:14]([N:18]2[C:22](=[O:23])[C:21]3[CH2:24][CH2:25][CH2:26][CH2:27][C:20]=3[C:19]2=[O:28])[CH:15]=[CH:16][CH:17]=1>CC(C)=O>[CH2:7]([O:11][C:12]1[CH:13]=[C:14]([N:18]2[C:19](=[O:28])[C:20]3[CH2:27][CH2:26][CH2:25][CH2:24][C:21]=3[C:22]2=[O:23])[CH:15]=[CH:16][CH:17]=1)[CH:8]=[CH2:9] |f:0.1.2|. The reactants are C1CC(CCC1CC2CCC(CC2)N=C=O)N=C=O (methylene-bis-(4-cyclohexyl isocyanate)), c2, c1, C(C)(C)(C)N(CCO)CCO (t-butyl diethanol amine). Product: C1=CC(=CC=C1O)C (p-cresol), C(=C)C1=C(C=CC=C1)C=C (divinyl benzene). Reaction SMILES: [C:1](N(CCO)CC[OH:8])(C)(C)[CH3:2].[CH2:12]1[CH:17]([CH2:18][CH:19]2[CH2:24][CH2:23][CH:22](N=C=O)[CH2:21][CH2:20]2)[CH2:16][CH2:15][CH:14](N=C=O)[CH2:13]1>>[CH:13]1[C:14]([OH:8])=[CH:15][CH:16]=[C:17]([CH3:18])[CH:12]=1.[CH:1]([C:24]1[CH:23]=[CH:22][CH:21]=[CH:20][C:19]=1[CH:18]=[CH2:17])=[CH2:2]. Procedure details: Then, for the antioxidant, a 2:1 mixture of (Dupont Methacrole™ 2462, c1) produced by reacting t-butyl diethanol amine and methylene-bis-(4-cyclohexyl isocyanate) and Dupont Methacrole™ 2390, c2) produced by condensation polymerization of p-cresol and divinyl benzene were prepared in a DMAc solution as an antioxidation agent (concentration 35 wt %), and this was added with other additives to solution C1 (55 wt %) Reactants: BrN1C(CCC1=O)=O (N-bromosuccinimide), NC1=CC=C(C(=O)O)C=C1 (4-Amino-benzoic acid), O (water). The solvent is CN(C)C=O (DMF). Conditions: time 18 hour. Product: NC1=C(C=C(C(=O)O)C=C1)Br (4-amino-3-bromo-benzoic acid). Isolated yield 70.0%. Reaction SMILES: [NH2:1][C:2]1[CH:10]=[CH:9][C:5]([C:6]([OH:8])=[O:7])=[CH:4][CH:3]=1.[Br:11]N1C(=O)CCC1=O.O>CN(C=O)C>[NH2:1][C:2]1[CH:10]=[CH:9][C:5]([C:6]([OH:8])=[O:7])=[CH:4][C:3]=1[Br:11]. Procedure: 4-Amino-benzoic acid (100 mmol) was dissolved in DMF (50 mL) and N-bromosuccinimide (100 mmol) was added. Stirred at ambient temperature for 18 h, the reaction mixture was then poured into water (100 mL). The product was removed by filtration, washed with water and dried in vacuo to give 4-amino-3-bromo-benzoic acid. The reactants are NC=1C=C(OC=2C=CC=3N(N2)C=C(N3)NC(=O)C3CC3)C=CC1 (N-[6-(3-aminophenoxy)imidazo[1,2-b]pyridazin-2-yl]cyclopropanecarboxamide), ON1N=NC2=C1C=CC=C2 (1-hydroxybenzotriazole), FC(C1=CC=C(C(=O)O)C=C1)(F)F (4-(trifluoromethyl)benzoic acid), Cl.CN(CCCN=C=NCC)C (N-[3-(dimethylamino)propyl]-N′-ethylcarbodiimide hydrochloride). The solvent is CN(C=O)C (N,N-dimethylformamide). The product is C1(CC1)C(=O)NC=1N=C2N(N=C(C=C2)OC=2C=C(C=CC2)NC(C2=CC=C(C=C2)C(F)(F)F)=O)C1 (N-[3-({2-[(cyclopropylcarbonyl)amino]imidazo[1,2-b]pyridazin-6-yl}oxy)phenyl]-4-(trifluoromethyl)benzamide). Isolated yield 71.4%. Reaction SMILES: [NH2:1][C:2]1[CH:3]=[C:4]([CH:21]=[CH:22][CH:23]=1)[O:5][C:6]1[CH:7]=[CH:8][C:9]2[N:10]([CH:12]=[C:13]([NH:15][C:16]([CH:18]3[CH2:20][CH2:19]3)=[O:17])[N:14]=2)[N:11]=1.[F:24][C:25]([F:36])([F:35])[C:26]1[CH:34]=[CH:33][C:29]([C:30](O)=[O:31])=[CH:28][CH:27]=1.Cl.CN(C)CCCN=C=NCC.ON1C2C=CC=CC=2N=N1>CN(C)C=O>[CH:18]1([C:16]([NH:15][C:13]2[N:14]=[C:9]3[CH:8]=[CH:7][C:6]([O:5][C:4]4[CH:3]=[C:2]([NH:1][C:30](=[O:31])[C:29]5[CH:33]=[CH:34][C:26]([C:25]([F:24])([F:35])[F:36])=[CH:27][CH:28]=5)[CH:23]=[CH:22][CH:21]=4)=[N:11][N:10]3[CH:12]=2)=[O:17])[CH2:20][CH2:19]1 |f:2.3|. Procedure details: Using N-[6-(3-aminophenoxy)imidazo[1,2-b]pyridazin-2-yl]cyclopropanecarboxamide (100 mg, 0.32 mmol), 4-(trifluoromethyl)benzoic acid (63 mg, 0.33 mmol), N-[3-(dimethylamino)propyl]-N′-ethylcarbodiimide hydrochloride (65 mg, 0.34 mmol), 1-hydroxybenzotriazole (46 mg, 0.34 mmol) and N,N-dimethylformamide (5.0 mL) as starting materials and in the same manner as in Example 318, the title compound (110 mg, 68%) was obtained as a white powder. Starting materials: C(C1=CC=CC=C1)OCC1=C(C(=NC=N1)OCCC)C1=C(C=C(C=C1)OC)OCOC (6-benzyloxymethyl-5-(2-methoxymethoxy-4-methoxyphenyl)-4-propoxy-pyrimidine), C1=CCCCC1 (cyclohexene), C(=O)[O-].[NH4+] (ammonium formate). The reagents and catalysts are [OH-].[OH-].[Pd+2] (Pd(OH)2). Solvent: C(C)O (ethanol). The product is OCC1=C(C(=NC=N1)OCCC)C1=C(C=C(C=C1)OC)OCOC (6-Hydroxymethyl-5-(2-methoxymethoxy-4-methoxyphenyl)-4-propoxy-pyrimidine). As a reaction SMILES: C([O:8][CH2:9][C:10]1[N:15]=[CH:14][N:13]=[C:12]([O:16][CH2:17][CH2:18][CH3:19])[C:11]=1[C:20]1[CH:25]=[CH:24][C:23]([O:26][CH3:27])=[CH:22][C:21]=1[O:28][CH2:29][O:30][CH3:31])C1C=CC=CC=1.C1CCCCC=1.C([O-])=O.[NH4+]>C(O)C.[OH-].[OH-].[Pd+2]>[OH:8][CH2:9][C:10]1[N:15]=[CH:14][N:13]=[C:12]([O:16][CH2:17][CH2:18][CH3:19])[C:11]=1[C:20]1[CH:25]=[CH:24][C:23]([O:26][CH3:27])=[CH:22][C:21]=1[O:28][CH2:29][O:30][CH3:31] |f:2.3,5.6.7|. Procedure details: A solution of 6-benzyloxymethyl-5-(2-methoxymethoxy-4-methoxyphenyl)-4-propoxy-pyrimidine (3.41 g, 8.04 mmol), cyclohexene (35 ml), Pd(OH)2 (3.4 g) and ammonium formate (3.4 g) in ethanol (100 ml) was kept at reflux for 3 d. After cooling the mixture was filtered through celite and concentrated to an oil. (2.42 g, 90%). Starting materials: O=C(CCc1ccccc1)NC1CC(n2cnc3c(NCC(c4ccccc4)c4ccccc4)nc(Cl)nc32)C(O)C1O, [I-], NC1CCN(c2nc(NCC(c3ccccc3)c3ccccc3)c3ncn(C4CC(NC(=O)Cc5ccccc5)C(O)C4O)c3n2)C1, NC1CCNC1, [Na+]. Yields the product NC1CCN(c2nc(NCC(c3ccccc3)c3ccccc3)c3ncn(C4CC(NC(=O)CCc5ccccc5)C(O)C4O)c3n2)C1. Reaction SMILES: [Cl:1][c:2]1[n:3][c:4]([NH:29][CH2:30][CH:31]([c:32]2[cH:33][cH:34][cH:35][cH:36][cH:37]2)[c:38]2[cH:39][cH:40][cH:41][cH:42][cH:43]2)[c:5]2[n:6][cH:7][n:8]([CH:11]3[CH:12]([OH:28])[CH:13]([OH:27])[CH:14]([NH:16][C:17]([CH2:18][CH2:19][c:20]4[cH:21][cH:22][cH:23][cH:24][cH:25]4)=[O:26])[CH2:15]3)[c:9]2[n:10]1.[I-:51].[NH2:52][CH:53]1[CH2:54][CH2:55][N:56]([c:57]2[n:58][c:59]3[c:60]([n:61][cH:62][n:63]3[CH:64]3[CH2:65][CH:66]([NH:67][C:68](=[O:69])[CH2:70][c:71]4[cH:72][cH:73][cH:74][cH:75][cH:76]4)[CH:77]([OH:78])[CH:79]3[OH:80])[c:81]([NH:82][CH2:83][CH:84]([c:85]3[cH:86][cH:87][cH:88][cH:89][cH:90]3)[c:91]3[cH:92][cH:93][cH:94][cH:95][cH:96]3)[n:97]2)[CH2:98]1.[NH:44]1[CH2:45][CH:46]([NH2:49])[CH2:47][CH2:48]1.[Na+:50]>>[c:2]1([N:44]2[CH2:45][CH:46]([NH2:49])[CH2:47][CH2:48]2)[n:3][c:4]([NH:29][CH2:30][CH:31]([c:32]2[cH:33][cH:34][cH:35][cH:36][cH:37]2)[c:38]2[cH:39][cH:40][cH:41][cH:42][cH:43]2)[c:5]2[n:6][cH:7][n:8]([CH:11]3[CH:12]([OH:28])[CH:13]([OH:27])[CH:14]([NH:16][C:17]([CH2:18][CH2:19][c:20]4[cH:21][cH:22][cH:23][cH:24][cH:25]4)=[O:26])[CH2:15]3)[c:9]2[n:10]1. Reactants: O=C(C=1C=CC=CC1Cl)C. Reagents/catalysts: O1B(OC(C)(C)C1(C)C)B2OC(C)(C)C(O2)(C)C, N=1C=CC(=CC1C=2N=CC=C(C2)C(C)(C)C)C(C)(C)C, C[OH2+].C[OH2+].C1CC=CCCC=C1.C1CC=CCCC=C1.[Ir].[Ir]. The solvent is O(C)C(C)(C)C. Reaction conditions: temperature 25 celsius, time 16 hour. Yields the product O=C(C1=CC=C(C=C1Cl)B2OC(C)(C)C(O2)(C)C)C, O=C(C1=CC(=CC=C1Cl)B2OC(C)(C)C(O2)(C)C)C. Isolated yield 16.0%. Procedure details: General  procedure  C  was  applied  to  2-(2-chlorophenyl)-4,4,5,5-tetramethyl-[1,3,2]-dioxaborolane15k(96 mg,  0.4  mmol).  The  reaction  mixture was  stirredat  room  temperature for  16hours giving  a  conversion  of >99%  (GCMS)  and  monoborylated  products  (16k+zzarising  from  trace  chlorobenzene  impurity  in  the reaction mixture)and 17k in a84:16mixture (1H NMR spectrum).